Dataset: the Open Reaction Database (ORD), a public repository of structured organic reaction records. Task: describe an organic reaction: reactants, conditions, products, and yield As a reaction SMILES: I[C:2]1[CH:7]=[C:6]([O:8]C)[N:5]=[CH:4][C:3]=1[C:10]#[N:11].[BrH:12].[NH+]1C=CC=CC=1>>[Br:12][C:2]1[C:3]([C:10]#[N:11])=[CH:4][NH:5][C:6](=[O:8])[CH:7]=1 |f:1.2|. Reported procedure: 4.5 g (purity 90%, 15.6 mmol) of 4-iodo-6-methoxypyridin-3-carbonitrile and 20 eq. of pyridinium hydrobromide were reacted according to General Method 3A. After aqueous work-up, the crude product was reacted further without further purification. Yield: 1.99 g (purity 77%, 49% of theory) of the title compound as a mixture with 11% of the analogous iodine compound. Product: BrC=1C(=CNC(C1)=O)C#N (4-Bromo-6-oxo-1,6-dihydropyridine-3-carbonitrile). Starting materials: IC1=C(C=NC(=C1)OC)C#N (4-iodo-6-methoxypyridin-3-carbonitrile), Br.[NH+]1=CC=CC=C1 (pyridinium hydrobromide), crude product. Starting materials: NC1=CC=C(C=C1)S(=O)(=O)NC1=CC(=NC(=C1)Br)Br (4-amino-N-(2,6-dibromo-pyridin-4-yl)-benzenesulfonamide), CN (methylamine), CN (methylamine). The solvent is liquid. Product: NC1=CC=C(C=C1)S(=O)(=O)NC1=CC(=NC(=C1)NC)Br (4-amino-N-(2-bromo-6-methylamino-pyridin-4-yl)-benzenesulfonamide). The yield is 88.0%. RXN SMILES: [NH2:1][C:2]1[CH:7]=[CH:6][C:5]([S:8]([NH:11][C:12]2[CH:17]=[C:16]([Br:18])[N:15]=[C:14](Br)[CH:13]=2)(=[O:10])=[O:9])=[CH:4][CH:3]=1.[CH3:20][NH2:21]>>[NH2:1][C:2]1[CH:3]=[CH:4][C:5]([S:8]([NH:11][C:12]2[CH:13]=[C:14]([NH:21][CH3:20])[N:15]=[C:16]([Br:18])[CH:17]=2)(=[O:9])=[O:10])=[CH:6][CH:7]=1. Procedure: 0.81 g (0.002 mol) of 4-amino-N-(2,6-dibromo-pyridin-4-yl)-benzenesulfonamide was stirred in 35 ml of liquid methylamine in an autoclave at 130° C. for 44 hours. The methylamine was left to evaporate, the residue was dissolved in ethanol, treated with 2 g of silica gel, concentrated and the residue was chromatographed on silica gel, firstly with ethyl acetate/hexane 1:2, then with pure ethyl acetate. There was obtained 0.63 g (88%) of 4-amino-N-(2-bromo-6-methylamino-pyridin-4-yl)-benzenesulfona... The reactants are CNC, CCO, Cc1[nH]c(=O)[nH]c1C(=O)c1ccc(F)cc1. Yields the product Cc1[nH]c(=O)[nH]c1C(=O)c1ccc(N(C)C)cc1. As a reaction SMILES: [CH3:17][NH:18][CH3:19].[CH3:20][CH2:21][OH:22].[F:1][c:2]1[cH:3][cH:4][c:5]([C:6](=[O:7])[c:8]2[nH:9][c:10](=[O:14])[nH:11][c:12]2[CH3:13])[cH:15][cH:16]1>>[c:2]1([N:18]([CH3:17])[CH3:19])[cH:3][cH:4][c:5]([C:6](=[O:7])[c:8]2[nH:9][c:10](=[O:14])[nH:11][c:12]2[CH3:13])[cH:15][cH:16]1. Reactants: ClCC=1C=C2C(C(NC2=CC1)=O)=CC1=CNC2=NC=CC=C12 (5-(chloromethyl)-3-[(7-azaindol-3-yl) methylene]-2-oxindole), OCCN1CCNCC1 (4-hydroxyethyl-piperazine), [OH-].[Na+] (NaOH). The product is Cl.OCCN1CCN(CC1)CC=1C=C2C(C(NC2=CC1)=O)=CC1=CNC2=NC=CC=C12 (5-(4-hydroxyethyl-1-piperazinylmethyl)-3-[(7-azaindol-3-yl) methylene]-2-oxindole hydrochloride). As a reaction SMILES: [Cl:1][CH2:2][C:3]1[CH:4]=[C:5]2[C:9](=[CH:10][CH:11]=1)[NH:8][C:7](=[O:12])[C:6]2=[CH:13][C:14]1[C:22]2[C:17](=[N:18][CH:19]=[CH:20][CH:21]=2)[NH:16][CH:15]=1.[OH:23][CH2:24][CH2:25][N:26]1[CH2:31][CH2:30][NH:29][CH2:28][CH2:27]1.[OH-].[Na+]>>[ClH:1].[OH:23][CH2:24][CH2:25][N:26]1[CH2:31][CH2:30][N:29]([CH2:2][C:3]2[CH:4]=[C:5]3[C:9](=[CH:10][CH:11]=2)[NH:8][C:7](=[O:12])[C:6]3=[CH:13][C:14]2[C:22]3[C:17](=[N:18][CH:19]=[CH:20][CH:21]=3)[NH:16][CH:15]=2)[CH2:28][CH2:27]1 |f:2.3,4.5|. Procedure details: A mixture of 5-(chloromethyl)-3-[(7-azaindol-3-yl) methylene]-2-oxindole (3.098 g, 10 mmol), 4-hydroxyethyl-piperazine (2.604 g, 20 mmol) in 1N NaOH (20 ml, 20 mmol) was refluxed for 48 h. The cooled reaction mixture was extracted with ether, and the ether extract was shaken with diluted hydrochloric acid. The aqueous acid layer was made alkaline with potassium carbonate and extracted with ether. Addition of hydrogen chloride to the dried ether extract precipitated a crude hydrochloride which wa... Starting materials: C(C=C)C1=C(C(=CC(=C1)CC=C)C1=CC(=C(C(=C1)CC=C)O)CC=C)O (3,3',5,-5'-tetraallyl-2,4'-biphenyldiol). Reagents/catalysts: [C].[Pd] (palladium-carbon). The solvent is C(C)(=O)OCC (ethyl acetate). Product: C(CC)C1=C(C(=CC(=C1)CCC)C1=CC(=C(C(=C1)CCC)O)CCC)O (3,3',5,5'-tetrapropyl-2,4'-biphenyldiol). The yield is 73.3%. Reaction SMILES: [CH2:1]([C:4]1[CH:9]=[C:8]([CH2:10][CH:11]=[CH2:12])[CH:7]=[C:6]([C:13]2[CH:18]=[C:17]([CH2:19][CH:20]=[CH2:21])[C:16]([OH:22])=[C:15]([CH2:23][CH:24]=[CH2:25])[CH:14]=2)[C:5]=1[OH:26])[CH:2]=[CH2:3]>C(OCC)(=O)C.[C].[Pd]>[CH2:1]([C:4]1[CH:9]=[C:8]([CH2:10][CH2:11][CH3:12])[CH:7]=[C:6]([C:13]2[CH:14]=[C:15]([CH2:23][CH2:24][CH3:25])[C:16]([OH:22])=[C:17]([CH2:19][CH2:20][CH3:21])[CH:18]=2)[C:5]=1[OH:26])[CH2:2][CH3:3] |f:2.3|. Reported procedure: A solution was prepared by dissolving 0.2 g of 3,3',5,-5'-tetraallyl-2,4'-biphenyldiol in 10 ml of ethyl acetate. The solution was catalytic reduced with 50 mg of 5% palladium-carbon catalyst at room temperature under normal pressure. The catalyst was filtered out, and the filtrate was concentrated and purified by a silica gel column-chromatography (n-hexane:ethyl acetate=5:1) to yield 0.15 g of 3,3',5,5'-tetrapropyl-2,4'-biphenyldiol. Procedure details: Analogously to Example 15A, 900 mg (5.23 mmol) of methyl 2-acetylheptanoate (Example 16A) are reacted with 2.5 ml of a 3.5 M potassium hydroxide solution to give 2-acetylheptanoic acid in dichloromethane. Run in ClCCl (dichloromethane). Product: C(C)(=O)C(C(=O)O)CCCCC (2-acetylheptanoic acid). As a reaction SMILES: [C:1]([CH:4]([CH2:9][CH2:10][CH2:11][CH2:12][CH3:13])[C:5]([O:7]C)=[O:6])(=[O:3])[CH3:2].[OH-].[K+]>ClCCl>[C:1]([CH:4]([CH2:9][CH2:10][CH2:11][CH2:12][CH3:13])[C:5]([OH:7])=[O:6])(=[O:3])[CH3:2] |f:1.2|. Starting materials: C(C)(=O)C(C(=O)OC)CCCCC (methyl 2-acetylheptanoate), [OH-].[K+] (potassium hydroxide).